From a dataset of the Open Reaction Database (ORD), a public repository of structured organic reaction records. describe an organic reaction: reactants, conditions, products, and yield Reactants: O (water), BrCCBr (1,2-Dibromoethane), OC1=CC(=C(C=O)C=C1)OC (4-hydroxy-2-methoxybenzaldehyde), C([O-])([O-])=O.[K+].[K+] (potassium carbonate). Run in CN(C)C=O (DMF). Reaction conditions: time 16 hour. Yields the product BrCCOC1=CC(=C(C=O)C=C1)OC (4-(2-bromoethoxy)-2-methoxybenzaldehyde). Isolated yield 101.8%. As a reaction SMILES: [Br:1][CH2:2][CH2:3]Br.[OH:5][C:6]1[CH:13]=[CH:12][C:9]([CH:10]=[O:11])=[C:8]([O:14][CH3:15])[CH:7]=1.C(=O)([O-])[O-].[K+].[K+].O>CN(C=O)C>[Br:1][CH2:2][CH2:3][O:5][C:6]1[CH:13]=[CH:12][C:9]([CH:10]=[O:11])=[C:8]([O:14][CH3:15])[CH:7]=1 |f:2.3.4|. Procedure details: 1,2-Dibromoethane (57 mL, 0.66 moles) was added to a mixture of 4-hydroxy-2-methoxybenzaldehyde (10 g, 66 mmoles) and potassium carbonate (45 g, 0.33 moles) in DMF (130 ml) and the resulting mixture was stirred vigorously at room temperature for 16 hours. The mixture was poured into water (0.8 L) and extracted with ethyl acetate (3×300 mL). The combined organic phases were washed with saturated sodium chloride (400 mL), dried over MgSO4 and evaporated in vacuo to afford 17.4 g (99%) of 4-(2-brom... Starting materials: BrC1=C(C2=C(OCCO2)C=C1Br)C(=O)O (6,7-dibromo-2,3-dihydrobenzo[b][1,4]dio-xine-5-carboxylic acid), C(C)(=O)O (acetic acid), [N+](=O)(O)[O-] (nitric acid), C(C)(=O)O (acetic acid), S(O)(O)(=O)=O (sulfuric acid). Solvent: O (water). Reaction conditions: temperature 37 celsius. The product is BrC1=C(C2=C(OCCO2)C(=C1Br)[N+](=O)[O-])C(=O)O (6,7-dibromo-8-nitro-2,3-dihydrobenzo[b][1,4]dioxine-5-carboxylic acid). Yield: 83.0%. RXN SMILES: [Br:1][C:2]1[C:11]([Br:12])=[CH:10][C:5]2[O:6][CH2:7][CH2:8][O:9][C:4]=2[C:3]=1[C:13]([OH:15])=[O:14].C(O)(=O)C.[N+:20]([O-])([OH:22])=[O:21].S(=O)(=O)(O)O>O>[Br:1][C:2]1[C:11]([Br:12])=[C:10]([N+:20]([O-:22])=[O:21])[C:5]2[O:6][CH2:7][CH2:8][O:9][C:4]=2[C:3]=1[C:13]([OH:15])=[O:14]. Reported procedure: A 20-mL round bottom flask was charged with 6,7-dibromo-2,3-dihydrobenzo[b][1,4]dio-xine-5-carboxylic acid (3.0 g, 0.61 mmol) and acetic acid (2 mL). The mixture was heated to 37° C., following by the addition of a solution of nitric acid (d=1.49, 1.0 mL), acetic acid (1.0 mL) and concentrated sulfuric acid (1.0 mL). After heating at 50° C. for 1 h, the mixture was poured in cold water while stirring. It was then filtered and the solid was washed with water to afforded the title compound (1.91 g... Reactants: CNC, O=C(NCC1(CC2CC2)CCC(S(=O)(=O)CC2CC2)CC1)c1ccc(C(F)(F)F)nc1Cl, C1CCOC1. Yields the product CN(C)c1nc(C(F)(F)F)ccc1C(=O)NCC1(CC2CC2)CCC(S(=O)(=O)CC2CC2)CC1. Reaction SMILES: [CH3:38][NH:39][CH3:40].[Cl:1][c:2]1[c:3]([C:4](=[O:5])[NH:6][CH2:7][C:8]2([CH2:21][CH:22]3[CH2:23][CH2:24]3)[CH2:9][CH2:10][CH:11]([S:14](=[O:15])(=[O:16])[CH2:17][CH:18]3[CH2:19][CH2:20]3)[CH2:12][CH2:13]2)[cH:25][cH:26][c:27]([C:29]([F:30])([F:31])[F:32])[n:28]1.[O:33]1[CH2:34][CH2:35][CH2:36][CH2:37]1>>[c:2]1([N:39]([CH3:38])[CH3:40])[c:3]([C:4](=[O:5])[NH:6][CH2:7][C:8]2([CH2:21][CH:22]3[CH2:23][CH2:24]3)[CH2:9][CH2:10][CH:11]([S:14](=[O:15])(=[O:16])[CH2:17][CH:18]3[CH2:19][CH2:20]3)[CH2:12][CH2:13]2)[cH:25][cH:26][c:27]([C:29]([F:30])([F:31])[F:32])[n:28]1.